This data is from the Open Reaction Database (ORD), a public repository of structured organic reaction records. The task is: describe an organic reaction: reactants, conditions, products, and yield Reactants: C1(=CC=CC=C1)CC/C=C/CCCCC(=O)OCC ((E)-ethyl 9-phenylnon-6-enoate), [H-].C(C(C)C)[Al+]CC(C)C (diisobutylaluminum hydride), solution. Solvent: C(Cl)Cl (methylene chloride). Yields the product C1(=CC=CC=C1)CC/C=C/CCCCCO ((E)-9-Phenylnon-6-en-1-ol). RXN SMILES: [C:1]1([CH2:7][CH2:8]/[CH:9]=[CH:10]/[CH2:11][CH2:12][CH2:13][CH2:14][C:15](OCC)=[O:16])[CH:6]=[CH:5][CH:4]=[CH:3][CH:2]=1.[H-].C([Al+]CC(C)C)C(C)C>C(Cl)Cl>[C:1]1([CH2:7][CH2:8]/[CH:9]=[CH:10]/[CH2:11][CH2:12][CH2:13][CH2:14][CH2:15][OH:16])[CH:6]=[CH:5][CH:4]=[CH:3][CH:2]=1 |f:1.2|. Procedure: To a stirred solution of (E)-ethyl 9-phenylnon-6-enoate (1.45 g, 5.53 mmol) in methylene chloride (35 ml) under argon at 0° was added diisobutylaluminum hydride (15.0 ml of a 1.0M solution). This mixture was warmed to room temperature and quenched with 10% aqueous hydrochloric acid. The organic portion was washed with saturated sodium bicarbonate solution, water, saturated sodium chloride solution, dried over magnesium sulfate, filtered and concentrated to give a colorless oil. Purification by f... The reactants are C(C1=CC=CC=C1)N1[C@H](CCCC1=O)C(=O)O ((R)-1-benzyl-6-oxo-piperidine-2-carboxylic acid), O=[N-] (ketoamide), NC(C(C(=O)N)O)CC1=CC=CC=C1 (3-amino-2-hydroxy-4-phenylbutanamide), O[NH-] (hydroxyamide). Product: NC(C(C(CC1=CC=CC=C1)NC(=O)[C@@H]1N(C(CCC1)=O)CC1=CC=CC=C1)=O)=O ((2R)—N-(4-Amino-3,4-dioxo-1-phenylbutan-2-yl)-1-benzyl-6-oxopiperidine-2-carboxamide). RXN SMILES: [CH2:1]([N:8]1[C:13](=[O:14])[CH2:12][CH2:11][CH2:10][C@@H:9]1[C:15]([OH:17])=O)[C:2]1[CH:7]=[CH:6][CH:5]=[CH:4][CH:3]=1.[NH2:18][CH:19]([CH2:25][C:26]1[CH:31]=[CH:30][CH:29]=[CH:28][CH:27]=1)[CH:20]([OH:24])[C:21]([NH2:23])=[O:22].O[NH-].O=[N-]>>[NH2:23][C:21](=[O:22])[C:20](=[O:24])[CH:19]([NH:18][C:15]([C@H:9]1[CH2:10][CH2:11][CH2:12][C:13](=[O:14])[N:8]1[CH2:1][C:2]1[CH:3]=[CH:4][CH:5]=[CH:6][CH:7]=1)=[O:17])[CH2:25][C:26]1[CH:27]=[CH:28][CH:29]=[CH:30][CH:31]=1. Procedure: Coupling of (R)-1-benzyl-6-oxo-piperidine-2-carboxylic acid with 3-amino-2-hydroxy-4-phenylbutanamide and oxidation of the resulting hydroxyamide intermediate to the corresponding ketoamide. The reactants are C(C=C)(=O)OCCCSCCCSC (4,8-dithianonyl acrylate), C1=CC(=CC(=C1)Cl)C(=O)OO (mCPBA). Yields the product C(C=C)(=O)OCCCSC (Methyl 3-(Acryloyloxy)Propyl Sulfide), methyl 3-(acryloyloxy) propyl sulfide. Reaction SMILES: [C:1]([O:5][CH2:6][CH2:7][CH2:8][S:9][CH2:10]CCSC)(=[O:4])[CH:2]=[CH2:3].C1C=C(Cl)C=C(C(OO)=O)C=1>>[C:1]([O:5][CH2:6][CH2:7][CH2:8][S:9][CH3:10])(=[O:4])[CH:2]=[CH2:3]. Procedure details: Compound 4,8-dithianonyl acrylate (21) (4.86 g, 20.7 mmol), and mCPBA (9.34 g, 41.4 mmol) were reacted as described in Example 18. The crude product was obtained as a clear oil that was purified by column chromatography (silica gel, 20 wt % acetone/ether, 50 wt % acetone/ether, acetone) to furnish a colorless oil that solidified upon standing in the refrigerator (3.4 g, 27 wt % over three steps from 5) to give compound 24, methyl 3-(acryloyloxy) propyl sulfide. Reactants: C(C1=CC=CC=C1)N1CC(=CCC1)C1=CNC2=CC=CC=C12 (3-(1-Benzyl-1,2,5,6-tetrahydro-pyridin-3-yl)-1H-indole). The reagents and catalysts are [Pd] (palladium on carbon). The solvent is C(=O)O (formic acid), CO (methanol). Run at time 3 day. The product is N1CC(CCC1)C1=CNC2=CC=CC=C12 (3-Piperidin-3-yl-1H-indole). As a reaction SMILES: C([N:8]1[CH2:13][CH2:12][CH:11]=[C:10]([C:14]2[C:22]3[C:17](=[CH:18][CH:19]=[CH:20][CH:21]=3)[NH:16][CH:15]=2)[CH2:9]1)C1C=CC=CC=1>[Pd].C(O)=O.CO>[NH:8]1[CH2:13][CH2:12][CH2:11][CH:10]([C:14]2[C:22]3[C:17](=[CH:18][CH:19]=[CH:20][CH:21]=3)[NH:16][CH:15]=2)[CH2:9]1. Procedure: A mixture of the 3-(1-benzyl-1,2,5,6-tetrahydropyridin-3-yl)-1H-indole obtained in Example 28 and 10% palladium on carbon in a mixture of formic acid and methanol is stirred at room temperature for 3 days and filtered through celite. The celite is washed with methanol. The filtrates are combined and concentrated in vacuo to afford the title product, identified by HPLC and mass spectral analyses. The reactants are [OH-].[Na+] (NaOH), CNC=1C(=NC(=NC1)SC)C1=C(C=CC=C1)C (methyl-(2-methylsulfanyl-4-o-tolyl-pyrimidin-5-yl)-amine), C(C)N(C(C)C)C(C)C (N-ethyldiisopropylamine), FC(C=1C=C(C=C(C1)C(F)(F)F)C(C(=O)Cl)(C)C)(F)F (2-(3,5-bis-trifluoromethyl-phenyl)-2-methyl-propionyl chloride). Solvent: C(Cl)Cl (CH2Cl2), C(Cl)Cl (CH2Cl2). Conditions: time 24 hour. The product is FC(C=1C=C(C=C(C1)C(F)(F)F)C(C(=O)N(C=1C(=NC(=NC1)SC)C1=C(C=CC=C1)C)C)(C)C)(F)F (2-(3,5-bis-trifluoromethyl-phenyl)-N-methyl-N-(2-methylsulfanyl-4-o-tolyl-pyrimidin-5-yl)-isobutyramide). Yield: 82.3%. RXN SMILES: [CH3:1][NH:2][C:3]1[C:4]([C:11]2[CH:16]=[CH:15][CH:14]=[CH:13][C:12]=2[CH3:17])=[N:5][C:6]([S:9][CH3:10])=[N:7][CH:8]=1.C(N(C(C)C)C(C)C)C.[F:27][C:28]([F:46])([F:45])[C:29]1[CH:30]=[C:31]([C:39]([CH3:44])([CH3:43])[C:40](Cl)=[O:41])[CH:32]=[C:33]([C:35]([F:38])([F:37])[F:36])[CH:34]=1.[OH-].[Na+]>C(Cl)Cl>[F:27][C:28]([F:46])([F:45])[C:29]1[CH:30]=[C:31]([C:39]([CH3:44])([CH3:43])[C:40]([N:2]([CH3:1])[C:3]2[C:4]([C:11]3[CH:16]=[CH:15][CH:14]=[CH:13][C:12]=3[CH3:17])=[N:5][C:6]([S:9][CH3:10])=[N:7][CH:8]=2)=[O:41])[CH:32]=[C:33]([C:35]([F:38])([F:37])[F:36])[CH:34]=1 |f:3.4|. Reported procedure: To a solution of 1.30 g (5.3 mmol) methyl-(2-methylsulfanyl-4-o-tolyl-pyrimidin-5-yl)-amine and 1.36 ml (7.95 mmol) N-ethyldiisopropylamine in 15 ml CH2Cl2 a solution of 1.30 g (5.3 mmol) 2-(3,5-bis-trifluoromethyl-phenyl)-2-methyl-propionyl chloride in 5 ml CH2Cl2 were added and the reaction mixture stirred for 24 hrs. at RT. The reaction mixture was poured onto 50 ml 0.5 N NaOH-solution. The phases were separated, the aqueous layer washed twice with 50 ml CH2Cl2. The combined organic layers we... Run at time 3 hour. The reactants are C(C)S (ethylmercaptan), C(C)(C)(C)NS(=O)(=O)C1=C(C=CC(=C1)[N+](=O)[O-])Cl (N-tert-butyl-2-chloro-5-nitrobenzenesulfonamide), C([O-])([O-])=O.[K+].[K+] (potassium carbonate). Reaction SMILES: [CH2:1]([SH:3])[CH3:2].[C:4]([NH:8][S:9]([C:12]1[CH:17]=[C:16]([N+:18]([O-:20])=[O:19])[CH:15]=[CH:14][C:13]=1Cl)(=[O:11])=[O:10])([CH3:7])([CH3:6])[CH3:5].C(=O)([O-])[O-].[K+].[K+]>CN(C=O)C>[C:4]([NH:8][S:9]([C:12]1[CH:17]=[C:16]([N+:18]([O-:20])=[O:19])[CH:15]=[CH:14][C:13]=1[S:3][CH2:1][CH3:2])(=[O:11])=[O:10])([CH3:7])([CH3:6])[CH3:5] |f:2.3.4|. Product: C(C)(C)(C)NS(=O)(=O)C1=C(C=CC(=C1)[N+](=O)[O-])SCC (N-tert-Butyl-2-ethylmercapto-5-nitrobenzenesulfonamide). The solvent is CN(C)C=O (DMF). Procedure: 5.6 ml of ethylmercaptan are added to a suspension of 20.0 g of N-tert-butyl-2-chloro-5-nitrobenzenesulfonamide, 18.9 g of potassium carbonate and 100 ml of DMF at room temperature. After the mixture has been stirred for 3 hours, it is concentrated under a high vacuum. The residue is taken up in water and acidified with concentrated hydrochloric acid (pH 1 to 2). The aqueous phase is extracted with ethyl acetate. The combined organic phases are dried over magnesium sulfate and then concentrated ...